This data is from the Open Reaction Database (ORD), a public repository of structured organic reaction records. The task is: describe an organic reaction: reactants, conditions, products, and yield The reactants are CN(C(=O)SC1=CC=CN2C1=NC=C(C2=O)C(=O)OCC)C (9-(dimethylcarbamoyl)thio-3ethoxycarbonyl-4H-pyrido[1,2-a]pyrimidin-4-one), N-hydrochloric acid, C1(=CC=CC=C1)CC(=O)Cl (phenylacetyl chloride), resultant mixture. Reagents/catalysts: [I-].[Zn+2].[I-] (zinc iodide). Solvent: ClCCCl (1,2-dichloroethane). The product is C(C1=CC=CC=C1)C(=O)SC1=CC=CN2C1=NC=C(C2=O)C(=O)OCC (9-(benzylcarbonyl)thio-3-ethoxycarbonyl-4Hpyrido[1,2-a]pyrimidin-4-one). The yield is 58.0%. RXN SMILES: CN(C)[C:3]([S:5][C:6]1[C:11]2=[N:12][CH:13]=[C:14]([C:17]([O:19][CH2:20][CH3:21])=[O:18])[C:15](=[O:16])[N:10]2[CH:9]=[CH:8][CH:7]=1)=[O:4].[C:23]1([CH2:29]C(Cl)=O)[CH:28]=[CH:27][CH:26]=[CH:25][CH:24]=1>ClCCCl.[I-].[Zn+2].[I-]>[CH2:29]([C:3]([S:5][C:6]1[C:11]2=[N:12][CH:13]=[C:14]([C:17]([O:19][CH2:20][CH3:21])=[O:18])[C:15](=[O:16])[N:10]2[CH:9]=[CH:8][CH:7]=1)=[O:4])[C:23]1[CH:28]=[CH:27][CH:26]=[CH:25][CH:24]=1 |f:3.4.5|. Procedure details: To a solution of 0.129 g of 9-(dimethylcarbamoyl)thio-3ethoxycarbonyl-4H-pyrido[1,2-a]pyrimidin-4-one Ib-85 in 5 ml of 1,2-dichloroethane are added 65 μl of phenylacetyl chloride and 0.13 g of zinc iodide, and the resultant mixture is refluxed in a nitrogen stream for 45 minutes. After cooling, the reaction mixture is shaken with N-hydrochloric acid and the organic layer is washed with saturated brine in order, dried and concentrated in vacuo. The residue is chromatographed on a column of silica... Reactants: C(C)(C)C=1N=C(SC1)C1=NC2=C(C(=CC=C2C(=C1)O)OC)C (2-(4-isopropylthiazol-2-yl)-4-hydroxy-7-methoxy-8-methyl-quinoline), P(=O)(Cl)(Cl)Cl (Phosphorous oxychloride), [OH-].[Na+] (NaOH). Conditions: temperature 90 celsius, time 3 hour. Yields the product C(C)(C)C=1N=C(SC1)C1=NC2=C(C(=CC=C2C(=C1)Cl)OC)C (2-(4-isopropylthiazol-2-yl)-4-chloro-7-methoxy-8-methyl-quinoline). The yield is 91.0%. RXN SMILES: [CH:1]([C:4]1[N:5]=[C:6]([C:9]2[CH:18]=[C:17](O)[C:16]3[C:11](=[C:12]([CH3:22])[C:13]([O:20][CH3:21])=[CH:14][CH:15]=3)[N:10]=2)[S:7][CH:8]=1)([CH3:3])[CH3:2].P(Cl)(Cl)([Cl:25])=O.[OH-].[Na+]>>[CH:1]([C:4]1[N:5]=[C:6]([C:9]2[CH:18]=[C:17]([Cl:25])[C:16]3[C:11](=[C:12]([CH3:22])[C:13]([O:20][CH3:21])=[CH:14][CH:15]=3)[N:10]=2)[S:7][CH:8]=1)([CH3:3])[CH3:2] |f:2.3|. Reported procedure: 2-(4-isopropylthiazol-2-yl)-4-hydroxy-7-methoxy-8-methyl-quinoline (4.63 g, 13.6 mmol., 1.0 eq.) was charged into a 100 mL round bottom flask. Phosphorous oxychloride (45 mL) was added and the reaction mixture stirred at 90° C. for 3 hours. Monitoring the reaction mixture by 1H NMR showed full consumption of the starting material. The reaction mixture was left to cool to ambient temperature and the solvent removed under vacuum. The residue was diluted with ethyl acetate (80 mL) and the reaction ... The reactants are CC1(OC=2C(C1)=C(C=CC2)C(=O)O)C (2,2-Dimethyl-2,3-dihydro-benzofuran-4-carboxylic acid), [H-].[H-].[H-].[H-].[Li+].[Al+3] (LAH). Product: CC1(OC=2C(C1)=C(C=CC2)CO)C (2,2-Dimethyl-2,3-dihydro-benzofuran-4-methanol). Isolated yield 91.6%. As a reaction SMILES: [CH3:1][C:2]1([CH3:14])[CH2:6][C:5]2=[C:7]([C:11](O)=[O:12])[CH:8]=[CH:9][CH:10]=[C:4]2[O:3]1.[H-].[H-].[H-].[H-].[Li+].[Al+3]>>[CH3:1][C:2]1([CH3:14])[CH2:6][C:5]2=[C:7]([CH2:11][OH:12])[CH:8]=[CH:9][CH:10]=[C:4]2[O:3]1 |f:1.2.3.4.5.6|. Procedure details: 2,2-Dimethyl-2,3-dihydro-benzofuran-4-carboxylic acid (8.6 g, 45 mmol) was reduced with LAH (3.41 g, 89 mmol) similar to the above procedures to give the product as a clear oil (7.35 g, 93%).